From a dataset of the Open Reaction Database (ORD), a public repository of structured organic reaction records. describe an organic reaction: reactants, conditions, products, and yield Starting materials: Br, COCCC(C)(O)c1ccccc1-c1ccccc1, CC(=O)O, ClC(Cl)Cl, O. The product is CC(O)(CCO)c1ccccc1-c1ccccc1. Reaction SMILES: [BrH:20].[CH3:1][O:2][CH2:3][CH2:4][C:5]([CH3:6])([OH:7])[c:8]1[c:9](-[c:14]2[cH:15][cH:16][cH:17][cH:18][cH:19]2)[cH:10][cH:11][cH:12][cH:13]1.[CH3:21][C:22](=[O:23])[OH:24].[CH:26]([Cl:27])([Cl:28])[Cl:29].[OH2:25]>>[OH:2][CH2:3][CH2:4][C:5]([CH3:6])([OH:7])[c:8]1[c:9](-[c:14]2[cH:15][cH:16][cH:17][cH:18][cH:19]2)[cH:10][cH:11][cH:12][cH:13]1. The reactants are CC1=CC=C(C=C1)C1=C(C=NO1)C(=O)O (5-(4-methylphenyl)isoxazole-4-carboxylic acid), CN(C)C(=[N+](C)C)ON1C2=C(C=CC=C2)N=N1.[B-](F)(F)(F)F (TBTU), C(C)N(C(C)C)C(C)C (N-ethyl-N-isopropylpropan-2-amine), Cl.FC1=CC=C(C=C1)C=1CNCC1 (3-(4-fluorophenyl)-2,5-dihydro-1H-pyrrole hydrochloride). Run in CN(C)C=O (DMF). Run at time 2 hour. Yields the product FC1=CC=C(C=C1)C=1CN(CC1)C(=O)C=1C=NOC1C1=CC=C(C=C1)C (4-{[3-(4-fluorophenyl)-2,5-dihydro-1H-pyrrol-1-yl]carbonyl}-5-(4-methylphenyl)isoxazole). Isolated yield 31.6%. As a reaction SMILES: [CH3:1][C:2]1[CH:7]=[CH:6][C:5]([C:8]2[O:12][N:11]=[CH:10][C:9]=2[C:13]([OH:15])=O)=[CH:4][CH:3]=1.CN(C(ON1N=NC2C=CC=CC1=2)=[N+](C)C)C.[B-](F)(F)(F)F.C(N(C(C)C)C(C)C)C.Cl.[F:48][C:49]1[CH:54]=[CH:53][C:52]([C:55]2[CH2:56][NH:57][CH2:58][CH:59]=2)=[CH:51][CH:50]=1>CN(C=O)C>[F:48][C:49]1[CH:50]=[CH:51][C:52]([C:55]2[CH2:56][N:57]([C:13]([C:9]3[CH:10]=[N:11][O:12][C:8]=3[C:5]3[CH:4]=[CH:3][C:2]([CH3:1])=[CH:7][CH:6]=3)=[O:15])[CH2:58][CH:59]=2)=[CH:53][CH:54]=1 |f:1.2,4.5|. Procedure details: A solution of 5-(4-methylphenyl)isoxazole-4-carboxylic acid (20 mg, 0.1 mmol), TBTU (39 mg, 0.12 mmol, 1,2 equ.) and N-ethyl-N-isopropylpropan-2-amine (35 μL, 0.2 mmol, 2 equ) in DMF (1 mL) was added to 3-(4-fluorophenyl)-2,5-dihydro-1H-pyrrole hydrochloride (20 mg, 0.1 mmol) and the reaction mixture was left at rt for 2 h. The solvent was evaporated and the crude product was purified by RP-HPLC. After evaporation of the solvents the product was dried in vacuum to yield the title compound (11 mg... Reactants: OCCBr, O=[N+]([O-])c1ccc(O)c(Br)c1, CN(C)C=O, [H-], [Na+], O. The product is O=[N+]([O-])c1ccc(OCCO)c(Br)c1. As a reaction SMILES: [Br:14][CH2:15][CH2:16][OH:17].[Br:3][c:4]1[c:5]([OH:13])[cH:6][cH:7][c:8]([N+:10](=[O:11])[O-:12])[cH:9]1.[CH3:18][N:19]([CH3:20])[CH:21]=[O:22].[H-:1].[Na+:2].[OH2:23]>>[Br:3][c:4]1[c:5]([O:13][CH2:15][CH2:16][OH:17])[cH:6][cH:7][c:8]([N+:10](=[O:11])[O-:12])[cH:9]1. Reactants: C(C=C)OC1=CC=C(C(=O)C2=C(C=CC=C2)OCOC)C=C1 (4-allyloxy-2′-(methoxymethyloxy)-benzophenone), Cl (hydrochloric acid). The solvent is C(C)O (ethanol). Run at time 8 hour. Yields the product C(C=C)OC1=CC=C(C(=O)C2=C(C=CC=C2)O)C=C1 (4-allyloxy-2′-hydroxybenzophenone). Isolated yield 92.8%. RXN SMILES: [CH2:1]([O:4][C:5]1[CH:22]=[CH:21][C:8]([C:9]([C:11]2[CH:16]=[CH:15][CH:14]=[CH:13][C:12]=2[O:17]COC)=[O:10])=[CH:7][CH:6]=1)[CH:2]=[CH2:3].Cl>C(O)C>[CH2:1]([O:4][C:5]1[CH:22]=[CH:21][C:8]([C:9]([C:11]2[CH:16]=[CH:15][CH:14]=[CH:13][C:12]=2[OH:17])=[O:10])=[CH:7][CH:6]=1)[CH:2]=[CH2:3]. Procedure details: To a solution of 4-allyloxy-2′-(methoxymethyloxy)-benzophenone (1.1 g) in ethanol (15 mL) was added concentrated hydrochloric acid (0.96 mL), and the mixture was stirred at room temperature overnight. The reaction mixture was concentrated under reduced pressure, and a saturated aqueous sodium hydrogen carbonate solution was added to the residue. The mixture was extracted with ethyl acetate. The organic layer was washed with brine and dried over anhydrous sodium sulfate, and the solvent was remov... Starting materials: [Cl-].O[NH3+] (hydroxylammonium chloride), C(O)([O-])=O.[Na+] (sodium hydrogencarbonate), CS(=O)C (dimethyl sulfoxide), COC1=C(C=CC(=C1)OC)C(CN1C(N(C2=C(C1=O)C=C(S2)CC)CC2=CC=C(C=C2)C=2C(=CC=CC2)C#N)=O)=O (4′-{[3-[2-(2,4-dimethoxyphenyl)-2-oxoethyl]-6-ethyl-2,4-dioxo-3,4-dihydrothieno[2,3-d]pyrimidin-1(2H)-yl]methyl}biphenyl-2-carbonitrile). Solvent: C(Cl)(Cl)Cl (chloroform). Reaction conditions: temperature 40 celsius, time 30 minute. Product: COC1=C(C=CC(=C1)OC)C(CN1C(N(C2=C(C1=O)C=C(S2)CC)CC2=CC=C(C=C2)C2=C(C=CC=C2)C2=NOC(N2)=O)=O)=O (3-[2-(2,4-dimethoxyphenyl)-2-oxoethyl]-6-ethyl-1-{[2′-(5-oxo-4,5-dihydro-1,2,4-oxadiazol-3-yl)biphenyl-4-yl]methyl}thieno[2,3-d]pyrimidine-2,4(1H,3H)-dione). The yield is 34.8%. Reaction SMILES: [Cl-].O[NH3+:3].[C:4](=[O:7])([O-])[OH:5].[Na+].CS(C)=O.[CH3:13][O:14][C:15]1[CH:20]=[C:19]([O:21][CH3:22])[CH:18]=[CH:17][C:16]=1[C:23](=[O:53])[CH2:24][N:25]1[C:30](=[O:31])[C:29]2[CH:32]=[C:33]([CH2:35][CH3:36])[S:34][C:28]=2[N:27]([CH2:37][C:38]2[CH:43]=[CH:42][C:41]([C:44]3[C:45]([C:50]#[N:51])=[CH:46][CH:47]=[CH:48][CH:49]=3)=[CH:40][CH:39]=2)[C:26]1=[O:52]>C(Cl)(Cl)Cl>[CH3:13][O:14][C:15]1[CH:20]=[C:19]([O:21][CH3:22])[CH:18]=[CH:17][C:16]=1[C:23](=[O:53])[CH2:24][N:25]1[C:30](=[O:31])[C:29]2[CH:32]=[C:33]([CH2:35][CH3:36])[S:34][C:28]=2[N:27]([CH2:37][C:38]2[CH:43]=[CH:42][C:41]([C:44]3[CH:49]=[CH:48][CH:47]=[CH:46][C:45]=3[C:50]3[NH:3][C:4](=[O:7])[O:5][N:51]=3)=[CH:40][CH:39]=2)[C:26]1=[O:52] |f:0.1,2.3|. Procedure details: A mixture of hydroxylammonium chloride (0.89 g), sodium hydrogencarbonate (1.35 g) and dimethyl sulfoxide (10 mL) was stirred at 40° C. for 30 min, 4′-{[3-[2-(2,4-dimethoxyphenyl)-2-oxoethyl]-6-ethyl-2,4-dioxo-3,4-dihydrothieno[2,3-d]pyrimidin-1(2H)-yl]methyl}biphenyl-2-carbonitrile (0.91 g) was added, and the mixture was stirred at 90° C. for 16 hr. The reaction mixture was diluted with chloroform, washed successively with water and saturated brine, and dried over anhydrous magnesium sulfate. T... The reactants are NCCN1C(S\C(\C1=O)=C/C=1C=C2C=NN(C2=CC1)CC1=C(C=C(C=C1)Cl)C(F)(F)F)=O (3-(2-aminoethyl)-(5Z)-5-({1-[4-chloro-2-(trifluoromethyl)benzyl]-1H-indazol-5-yl}methylidene)-1,3-thiazolidine-2,4-dione), C(C)(=O)OC(C)=O (acetic anhydride). Product: ClC1=CC(=C(CN2N=CC3=CC(=CC=C23)\C=C/2\C(N(C(S2)=O)CCNC(C)=O)=O)C=C1)C(F)(F)F (N-{2-[(5Z)-5-({1-[4-Chloro-2-(trifluoromethyl)benzyl]-1H-indazol-5-yl}methylidene)-2,4-dioxo-1,3-thiazolidin-3-yl]ethyl}acetamide). RXN SMILES: [NH2:1][CH2:2][CH2:3][N:4]1[C:8](=[O:9])/[C:7](=[CH:10]/[C:11]2[CH:12]=[C:13]3[C:17](=[CH:18][CH:19]=2)[N:16]([CH2:20][C:21]2[CH:26]=[CH:25][C:24]([Cl:27])=[CH:23][C:22]=2[C:28]([F:31])([F:30])[F:29])[N:15]=[CH:14]3)/[S:6][C:5]1=[O:32].[C:33](OC(=O)C)(=[O:35])[CH3:34]>>[Cl:27][C:24]1[CH:25]=[CH:26][C:21]([CH2:20][N:16]2[C:17]3[C:13](=[CH:12][C:11](/[CH:10]=[C:7]4/[C:8](=[O:9])[N:4]([CH2:3][CH2:2][NH:1][C:33](=[O:35])[CH3:34])[C:5](=[O:32])[S:6]/4)=[CH:19][CH:18]=3)[CH:14]=[N:15]2)=[C:22]([C:28]([F:30])([F:29])[F:31])[CH:23]=1. Procedure details: N-{2-[(5Z)-5-({1-[4-Chloro-2-(trifluoromethyl)benzyl]-1H-indazol-5-yl}methylidene)-2,4-dioxo-1,3-thiazolidin-3-yl]ethyl}acetamide was prepared from 3-(2-aminoethyl)-(5Z)-5-({1-[4-chloro-2-(trifluoromethyl)benzyl]-1H-indazol-5-yl}methylidene)-1,3-thiazolidine-2,4-dione (from Example 49) and acetic anhydride following General Procedure U. Starting materials: ClC1=C(C(=O)Cl)C(=CC=C1)Cl (2,6-dichlorobenzoyl chloride), [Cl-].[Al+3].[Cl-].[Cl-] (aluminum chloride). Solvent: C1(=CC=CC=C1)C (toluene). Run at time 12 hour. The product is ClC1=C(C(=O)C2=CC=C(C=C2)C)C(=CC=C1)Cl (4-(2,6-dichlorobenzoyl)toluene). Isolated yield 115.1%. As a reaction SMILES: [Cl:1][C:2]1[CH:10]=[CH:9][CH:8]=[C:7]([Cl:11])[C:3]=1[C:4](Cl)=[O:5].[Cl-].[Al+3].[Cl-].[Cl-]>C1(C)C=CC=CC=1>[Cl:1][C:2]1[CH:10]=[CH:9][CH:8]=[C:7]([Cl:11])[C:3]=1[C:4]([C:9]1[CH:8]=[CH:7][C:3]([CH3:4])=[CH:2][CH:10]=1)=[O:5] |f:1.2.3.4|. Reported procedure: An 80° C., stirred solution of 2,6-dichlorobenzoyl chloride (17.3 g, 82.6 mmol) in toluene (30 ml) was treated in portions with aluminum chloride (11.0 g, 82.3 mmol). After 12 hours at 80° C., the mixture was cooled, quenched with ice water and concentrated hydrochloric acid (10 ml), and separated. The aqueous phase was extracted with diethyl ether (2×150 ml) and the combined organic phases were washed twice with water, dried over anhydrous magnesium sulfate, and evaporated to dryness under vacu... Starting materials: OC1=CC=C(C=C1)CCC(=O)O (3-(4-hydroxyphenyl) propionic acid), 3A, CO (methanol). Solvent: S(O)(O)(=O)=O (sulfuric acid). Reaction conditions: time 24 hour. Product: OC1=CC=C(C=C1)CCC(=O)OC (Methyl 3-(4-Hydroxyphenyl)propionate). The yield is 80.0%. As a reaction SMILES: [OH:1][C:2]1[CH:7]=[CH:6][C:5]([CH2:8][CH2:9][C:10]([OH:12])=[O:11])=[CH:4][CH:3]=1.[CH3:13]O>S(=O)(=O)(O)O>[OH:1][C:2]1[CH:3]=[CH:4][C:5]([CH2:8][CH2:9][C:10]([O:12][CH3:13])=[O:11])=[CH:6][CH:7]=1. Procedure details: A solution of 17 gm (0.1 mole) of 3-(4-hydroxyphenyl) propionic acid in 500 ml methanol and 2 ml concentrated sulfuric acid was placed in a Soxhlet extractor charged with 3A molecular sieves. The solution was heated to reflux for 72 hours and the sieves were exchanged at 24 hour intervals. The reaction medium was then evaporated to an oil which was dissolved in 100 ml toluene and extracted with 3×100 ml water. The toluene phase was dried over magnesium sulfate, treated with activated charcoal an... Starting materials: C(C)(C)N(CC)C(C)C (Diisopropylethylamine), N1CCCCC1 (piperidine), solution, BrC1=CC=C(C=C1)S(=O)(=O)Cl (4-bromo-benzenesulfonyl chloride). Run in O1CCCC1 (tetrahydrofuran), O1CCCC1 (tetrahydrofuran). Run at time 15 minute. Yields the product BrC1=CC=C(C=C1)S(=O)(=O)N1CCCCC1 (1-(4-bromobenzenesulfonyl)-piperidine). As a reaction SMILES: C(N(C(C)C)CC)(C)C.[NH:10]1[CH2:15][CH2:14][CH2:13][CH2:12][CH2:11]1.[Br:16][C:17]1[CH:22]=[CH:21][C:20]([S:23](Cl)(=[O:25])=[O:24])=[CH:19][CH:18]=1>O1CCCC1>[Br:16][C:17]1[CH:22]=[CH:21][C:20]([S:23]([N:10]2[CH2:15][CH2:14][CH2:13][CH2:12][CH2:11]2)(=[O:25])=[O:24])=[CH:19][CH:18]=1. Procedure details: Diisopropylethylamine (2.09 mL, 11.7 mmol) was added at 0° C. to a stirred solution of piperidine (0.40 g, 4.7 mmol) in tetrahydrofuran (10 mL) and the reaction mixture was stirred at room temperature for 15 minutes. A 0.1 M solution of 4-bromo-benzenesulfonyl chloride (1.20 g, 4.7 mmol) in tetrahydrofuran was added at room temperature and the reaction mixture was stirred at room temperature for 2 hours. The solvent was evaporated off under reduced pressure. The residue was diluted with ethyl ac... Starting materials: CO (methanol), S(=O)(Cl)Cl (thionyl chloride), NC1=CC=C(C=N1)/C=C/C(=O)O ((E)-3-(6-Aminopyridin-3-yl)acrylic acid). The solvent is C(=O)=O.CC(=O)C (dry ice acetone). The product is NC1=CC=C(C=N1)/C=C/C(=O)OC (methyl (E)-3-(6-aminopyridin-3-yl)acrylate). Reaction SMILES: [CH3:1]O.S(Cl)(Cl)=O.[NH2:7][C:8]1[N:13]=[CH:12][C:11](/[CH:14]=[CH:15]/[C:16]([OH:18])=[O:17])=[CH:10][CH:9]=1>C(=O)=O.CC(C)=O>[NH2:7][C:8]1[N:13]=[CH:12][C:11](/[CH:14]=[CH:15]/[C:16]([O:18][CH3:1])=[O:17])=[CH:10][CH:9]=1 |f:3.4|. Reported procedure: To methanol (5 ml) in dry ice-acetone bath was added thionyl chloride (0.41 ml) dropwise over 5 minutes. After (E)-3-(6-Aminopyridin-3-yl)acrylic acid (700 mg) was added to the mixture, the reaction mixture was heated at reflux for 1 hour, and the solvent was removed under reduced pressure. The reaction mixture was adjusted to pH 8 with saturated sodium bicarbonate aqueous solution and extracted with dichloromethane. The organic layer was washed with water and brine, dried over magnesium sulfate...